From a dataset of the Open Reaction Database (ORD), a public repository of structured organic reaction records. describe an organic reaction: reactants, conditions, products, and yield Reactants: CC(C)O, Cl, CCCCCCCCC(SCCCCCC)C(=O)Nc1c(NC(C)=O)ccc2ncccc12. The product is CCCCCCCCC(SCCCCCC)C(=O)Nc1c(N)ccc2ncccc12. RXN SMILES: [CH:35]([OH:36])([CH3:37])[CH3:38].[ClH:34].[NH:1]([C:2]([CH3:3])=[O:4])[c:5]1[c:6]([NH:15][C:16]([CH:17]([CH2:18][CH2:19][CH2:20][CH2:21][CH2:22][CH2:23][CH2:24][CH3:25])[S:26][CH2:27][CH2:28][CH2:29][CH2:30][CH2:31][CH3:32])=[O:33])[c:7]2[cH:8][cH:9][cH:10][n:11][c:12]2[cH:13][cH:14]1>>[NH2:1][c:5]1[c:6]([NH:15][C:16]([CH:17]([CH2:18][CH2:19][CH2:20][CH2:21][CH2:22][CH2:23][CH2:24][CH3:25])[S:26][CH2:27][CH2:28][CH2:29][CH2:30][CH2:31][CH3:32])=[O:33])[c:7]2[cH:8][cH:9][cH:10][n:11][c:12]2[cH:13][cH:14]1. The reactants are ClCCl, O=C(N=NC(=O)N1CCCCC1)N1CCCCC1, COC(=O)C(C)n1ccc2cc(O)ccc21, N#Cc1ccc(OCCCO)nc1, c1ccc(P(c2ccccc2)c2ccccc2)cc1. Product: COC(=O)C(C)n1ccc2cc(OCCCOc3ccc(C#N)cn3)ccc21. Reaction SMILES: [Cl:67][CH2:68][Cl:69].[N:49]([C:50]([N:51]1[CH2:52][CH2:53][CH2:54][CH2:55][CH2:56]1)=[O:57])=[N:58][C:59]([N:60]1[CH2:61][CH2:62][CH2:63][CH2:64][CH2:65]1)=[O:66].[OH:14][c:15]1[cH:16][c:17]2[cH:18][cH:19][n:20]([CH:24]([C:25](=[O:26])[O:27][CH3:28])[CH3:29])[c:21]2[cH:22][cH:23]1.[OH:1][CH2:2][CH2:3][CH2:4][O:5][c:6]1[n:7][cH:8][c:9]([C:10]#[N:11])[cH:12][cH:13]1.[c:30]1([P:31]([c:32]2[cH:33][cH:34][cH:35][cH:36][cH:37]2)[c:38]2[cH:39][cH:40][cH:41][cH:42][cH:43]2)[cH:44][cH:45][cH:46][cH:47][cH:48]1>>[O:1]([CH2:2][CH2:3][CH2:4][O:5][c:6]1[n:7][cH:8][c:9]([C:10]#[N:11])[cH:12][cH:13]1)[c:15]1[cH:16][c:17]2[cH:18][cH:19][n:20]([CH:24]([C:25](=[O:26])[O:27][CH3:28])[CH3:29])[c:21]2[cH:22][cH:23]1.